From a dataset of the Open Reaction Database (ORD), a public repository of structured organic reaction records. describe an organic reaction: reactants, conditions, products, and yield Reactants: C12C(CC(CC1)C2)=O (Norbornanone), C[Mg]I (methylmagnesium iodide). Product: CC1(C2CCC(C1)C2)O (2-methyl-2-norbornanol). As a reaction SMILES: [CH:1]12[CH2:7][CH:4]([CH2:5][CH2:6]1)[CH2:3][C:2]2=[O:8].[CH3:9][Mg]I>>[CH3:9][C:2]1([OH:8])[CH2:3][CH:4]2[CH2:7][CH:1]1[CH2:6][CH2:5]2. Reported procedure: Norbornanone (I) is reacted with methylmagnesium iodide to give 2-methyl-2-norbornanol (II). The compound (II) is reacted with acetic acid and a 75% solution of sulfuric acid to give 2-acetoxy-1-methylnorbornane (III) which is then converted into 1-methyl- 2-norbornanol (IV) with lithium-aluminum hydride. Then the compound (IV) is enzymatically resolved according to the method reported by Christian Triantaphylides et al., Tetrahedron Letters, 26(15), 1857 (1985) to give (1S)-1-methyl-2-norbornan... Starting materials: BrC=1C=CC\2=C(CN(C\C=C2\C2=CC=C(C=C2)F)C)C1 ((Z)-8-bromo-5-(4-fluorophenyl)-2-methyl-2,3-dihydro-1H-benzo[c]azepine), C([O-])([O-])=O.[K+].[K+] (potassium carbonate), p-toluenesulfonylhydrazide, N1=CC=CC=C1 (pyridine). Yields the product BrC1=CC2=C(CCCCN2)C=C1 (8-bromotetrahydrobenzazepine). Isolated yield 71.0%. Reaction SMILES: [Br:1][C:2]1[CH:3]=[CH:4]C2=[C:6]([CH:20]=1)CN(C)CC=C2C1C=CC(F)=CC=1.C(=O)([O-])[O-].[K+].[K+].[N:27]1[CH:32]=[CH:31][CH:30]=[CH:29][CH:28]=1>>[Br:1][C:2]1[CH:3]=[CH:4][C:28]2[CH2:29][CH2:30][CH2:31][CH2:32][NH:27][C:6]=2[CH:20]=1 |f:1.2.3|. Procedure details: To a solution of the dihydrobenzazepine (2.43 g, 7.31 mmol) from step F above in pyridine (50 mL) were added potassium carbonate (8.08 g, 58.5 mmol) and p-toluenesulfonylhydrazide (5.45 g, 29.3 mmol) in batches. The reaction solution was heated under reflux for 48 h and then cooled to room temperature. The resultant reaction mixture was filtered through Celite. The Celite bed was washed with ethyl acetate. The filtrate was concentrated under reduced pressure. The residue dissolved in ethyl aceta... The reactants are C(CN)N (Ethylenediamine), ClCC1=NC=CN=C1 (2-chloromethylpyrazine). Product: N1=C(C=NC=C1)CNCCN (N-(2-pyrazinylmethyl)ethylenediamine). As a reaction SMILES: [CH2:1]([NH2:4])[CH2:2][NH2:3].Cl[CH2:6][C:7]1[CH:12]=[N:11][CH:10]=[CH:9][N:8]=1>>[N:8]1[CH:9]=[CH:10][N:11]=[CH:12][C:7]=1[CH2:6][NH:3][CH2:2][CH2:1][NH2:4]. Reported procedure: Ethylenediamine is reacted with 2-chloromethylpyrazine by the procedure of Example 34 to give N-(2-pyrazinylmethyl)ethylenediamine. Heating the compound with S-methylisothiourea in water under reflux for 3 hours by the procedure of Example 1 gives 2-(2-pyrazinylmethylamino)ethylguanidine. Reactants: O (water), C(CCC)[Li] (butyl lithium), C1(=CC=CS1)C=NC1=CC=NC=C1 (4-(2-thenylideneamino)pyridine). The solvent is CCOCC (ether), CCOCC (ether), CCOCC (ether). Run at time 4 hour. The product is C(CCC)C(C1=CC=CS1)NC1=CC=NC=C1 (N-[α-butyl-2-thenyl]-4-pyridinamine). The yield is 106.2%. As a reaction SMILES: [C:1]1([CH:6]=[N:7][C:8]2[CH:13]=[CH:12][N:11]=[CH:10][CH:9]=2)[S:5][CH:4]=[CH:3][CH:2]=1.[CH2:14]([Li])[CH2:15][CH2:16][CH3:17].O>CCOCC>[CH2:14]([CH:6]([NH:7][C:8]1[CH:13]=[CH:12][N:11]=[CH:10][CH:9]=1)[C:1]1[S:5][CH:4]=[CH:3][CH:2]=1)[CH2:15][CH2:16][CH3:17]. Reported procedure: To a stirred, cooled (10°-20° C.) a solution of 3.77 grams of 4-(2-thenylideneamino)pyridine in 100 milliliters of dry ether, a solution containing 0.025 mole butyl lithium in 50 milliliters of dry ether was added dropwise. The resulting solution was stirred at room temperature for 4 hours, and then diluted with 150 ml dry ether before cautious addition of 50 ml. water. The organic phase was dried (MgSO4) and evaporated to dryness to give 5.24 grams of a brown oil. This brown oil was dissolved i... Reactants: Cc1ccc2oc(S)nc2c1, ClCCl, O=P(Cl)(Cl)Cl. The product is Cc1ccc2oc(Cl)nc2c1. As a reaction SMILES: [CH3:1][c:2]1[cH:3][cH:4][c:5]2[c:6]([n:7][c:8]([SH:10])[o:9]2)[cH:11]1.[Cl:17][CH2:18][Cl:19].[P:12]([Cl:13])([Cl:14])([Cl:15])=[O:16]>>[CH3:1][c:2]1[cH:3][cH:4][c:5]2[c:6]([n:7][c:8]([Cl:14])[o:9]2)[cH:11]1.